This data is from the Open Reaction Database (ORD), a public repository of structured organic reaction records. The task is: describe an organic reaction: reactants, conditions, products, and yield The reactants are C(C1=CC=CC=C1)OC(=O)N[C@@H]1[C@@H]2C(N([C@H](CC1)C2)C(=O)OC(C)(C)C)O ((1R,2S,5R)-tert-butyl 2-(benzyloxycarbonylamino)-7-hydroxy-6-aza-bicyclo[3.2.1]octane-6-carboxylate), [NH4+].[Cl-] (NH4Cl), [Br-].COC(=O)C=1C=C(C[P+](C2=CC=CC=C2)(C2=CC=CC=C2)C2=CC=CC=C2)C=CC1 (3-(methoxycarbonyl)benzyltriphenylphosphonium bromide), C[Si](C)(C)[N-][Si](C)(C)C.[K+] (potassium bis(trimethylsilyl)amide). The solvent is O1CCCC1 (tetrahydrofuran), O1CCCC1 (tetrahydrofuran). The product is C(C1=CC=CC=C1)OC(=O)N[C@@H]1[C@@H](C[C@@H](CC1)NC(=O)OC(C)(C)C)/C=C/C=1C=C(C(=O)OC)C=CC1 (methyl 3-((E)-2-((1S,2S,5R)-2-benzyloxycarbonylamino-5-(tert-butoxycarbonylamino)cyclohexyl)vinyl)benzoate). The yield is 58.7%. Reaction SMILES: [Br-].[CH3:2][O:3][C:4]([C:6]1[CH:7]=[C:8]([CH:29]=[CH:30][CH:31]=1)[CH2:9][P+](C1C=CC=CC=1)(C1C=CC=CC=1)C1C=CC=CC=1)=[O:5].C[Si]([N-][Si](C)(C)C)(C)C.[K+].[CH2:42]([O:49][C:50]([NH:52][C@H:53]1[CH2:59][CH2:58][C@@H:57]2[CH2:60][C@H:54]1[CH:55](O)[N:56]2[C:61]([O:63][C:64]([CH3:67])([CH3:66])[CH3:65])=[O:62])=[O:51])[C:43]1[CH:48]=[CH:47][CH:46]=[CH:45][CH:44]=1.[NH4+].[Cl-]>O1CCCC1>[CH2:42]([O:49][C:50]([NH:52][C@H:53]1[CH2:59][CH2:58][C@@H:57]([NH:56][C:61]([O:63][C:64]([CH3:67])([CH3:66])[CH3:65])=[O:62])[CH2:60][C@H:54]1/[CH:55]=[CH:9]/[C:8]1[CH:7]=[C:6]([CH:31]=[CH:30][CH:29]=1)[C:4]([O:3][CH3:2])=[O:5])=[O:51])[C:43]1[CH:44]=[CH:45][CH:46]=[CH:47][CH:48]=1 |f:0.1,2.3,5.6|. Reported procedure: A suspension of 3-(methoxycarbonyl)benzyltriphenylphosphonium bromide (1.8 g, see J. Chem. Soc. 1961, 5015) in tetrahydrofuran (5 mL) was stirred on an ice bath and treated dropwise over 10 min with a solution of potassium bis(trimethylsilyl)amide (0.5 M in toluene, 7.3 mL). The resulting yellow suspension was stirred on ice for 15 min, then was treated with a solution of (1R,2S,5R)-tert-butyl 2-(benzyloxycarbonylamino)-7-hydroxy-6-aza-bicyclo[3.2.1]octane-6-carboxylate (460 mg) in tetrahydrofur...